This data is from the Open Reaction Database (ORD), a public repository of structured organic reaction records. The task is: describe an organic reaction: reactants, conditions, products, and yield The reactants are CCO, Cl, [Fe], CCC1(C)CC(=O)N(c2cccc([N+](=O)[O-])c2)C1=O, O. Yields the product CCC1(C)CC(=O)N(c2cccc(N)c2)C1=O. As a reaction SMILES: [CH3:21][CH2:22][OH:23].[ClH:20].[Fe:24].[N+:1]([O-:2])(=[O:3])[c:4]1[cH:5][c:6]([N:10]2[C:11](=[O:19])[C:12]([CH2:16][CH3:17])([CH3:18])[CH2:13][C:14]2=[O:15])[cH:7][cH:8][cH:9]1.[OH2:25]>>[NH2:1][c:4]1[cH:5][c:6]([N:10]2[C:11](=[O:19])[C:12]([CH2:16][CH3:17])([CH3:18])[CH2:13][C:14]2=[O:15])[cH:7][cH:8][cH:9]1. Reactants: Schiff bases, CC1(C(C2CCC1C2)CCC(CCC2C1CCC(C2(C)C)C1)=O)C (1,5-di-[3,3-dimethylbicyclo[2.2.1]hept-2-yl]pentan-3-one), C(C=C)#N (acrylonitrile), NCCC1CCNCC1 (4-(2-aminoethyl)piperidine), Schiff base. Product: NCCCN1CCC(CC1)CCNC(CCC1C2CCC(C1(C)C)C2)CCC2C1CCC(C2(C)C)C1 (1-(3-aminopropyl)-4-[2-(1,5-di-[3,3-dimethylbicyclo[2.2.1]hept-2-yl]-3-pentylamino)ethyl]piperidine). As a reaction SMILES: [NH2:1][CH2:2][CH2:3][CH:4]1[CH2:9][CH2:8][NH:7][CH2:6][CH2:5]1.[CH3:10][C:11]1([CH3:33])[CH:16]2[CH2:17][CH:13]([CH2:14][CH2:15]2)[CH:12]1[CH2:18][CH2:19][C:20](=O)[CH2:21][CH2:22][CH:23]1[C:28]([CH3:30])([CH3:29])[CH:27]2[CH2:31][CH:24]1[CH2:25][CH2:26]2.[C:34](#[N:37])[CH:35]=[CH2:36]>>[NH2:37][CH2:34][CH2:35][CH2:36][N:7]1[CH2:8][CH2:9][CH:4]([CH2:3][CH2:2][NH:1][CH:20]([CH2:21][CH2:22][CH:23]2[C:28]([CH3:29])([CH3:30])[CH:27]3[CH2:31][CH:24]2[CH2:25][CH2:26]3)[CH2:19][CH2:18][CH:12]2[C:11]([CH3:33])([CH3:10])[CH:16]3[CH2:15][CH:14]2[CH2:13][CH2:17]3)[CH2:5][CH2:6]1. Reported procedure: As an alternative to obtaining a mixture of Schiff bases VI and VI(a) or VI(b), the reaction can be conducted stepwise. For example, 4-(2-aminoethyl)piperidine may be converted to a Schiff base with 1,5-di-[3,3-dimethylbicyclo[2.2.1]hept-2-yl]pentan-3-one, catalytically reduced, the ring nitrogen selectively cyanoethylated with acrylonitrile, followed by catalytic hydrogenation to furnish 1-(3-aminopropyl)-4-[2-(1,5-di-[3,3-dimethylbicyclo[2.2.1]hept-2-yl]-3-pentylamino)ethyl]piperidine. The reactants are COc1ccccc1NS(=O)(=O)c1cccc(C=CC(=O)O)c1, CN(C)C=O, ClCCl. Product: COc1ccccc1NS(=O)(=O)c1cccc(C=CC(=O)Cl)c1. RXN SMILES: [CH3:1][O:2][c:3]1[c:4]([NH:9][S:10](=[O:11])(=[O:12])[c:13]2[cH:14][c:15]([CH:19]=[CH:20][C:21](=[O:22])[OH:23])[cH:16][cH:17][cH:18]2)[cH:5][cH:6][cH:7][cH:8]1.[CH3:27][N:28]([CH3:29])[CH:30]=[O:31].[Cl:24][CH2:25][Cl:26]>>[CH3:1][O:2][c:3]1[c:4]([NH:9][S:10](=[O:11])(=[O:12])[c:13]2[cH:14][c:15]([CH:19]=[CH:20][C:21](=[O:23])[Cl:24])[cH:16][cH:17][cH:18]2)[cH:5][cH:6][cH:7][cH:8]1. Procedure: N-(2-{3-Benzyloxy-4-[1,1,4-trioxo-5-(2-trimethylsilanylethyl)-1,2,5-thiadiazolidin-2-yl]-phenyl}-ethyl)-C-cyclohexyl-methanesulfonamide (0.106 g, 0.17 mmol) is dissolved in THF (3 mL) and TBAF (0.089 mg, 0.099 mL of 1N in THF, 0.34 mmol) is added. The mixture is refluxed for 30 min and then diluted with 1N HCl and extracted with EtOAc. The combined organic layers are washed with 1N HCl, dried over MgSO4 and evaporated to afford the title compound. Reaction SMILES: [CH2:1]([O:8][C:9]1[CH:10]=[C:11]([CH2:29][CH2:30][NH:31][S:32]([CH2:35][CH:36]2[CH2:41][CH2:40][CH2:39][CH2:38][CH2:37]2)(=[O:34])=[O:33])[CH:12]=[CH:13][C:14]=1[N:15]1[CH2:19][C:18](=[O:20])[N:17](CC[Si](C)(C)C)[S:16]1(=[O:28])=[O:27])[C:2]1[CH:7]=[CH:6][CH:5]=[CH:4][CH:3]=1.CCCC[N+](CCCC)(CCCC)CCCC.[F-]>C1COCC1.Cl>[CH2:1]([O:8][C:9]1[CH:10]=[C:11]([CH2:29][CH2:30][NH:31][S:32]([CH2:35][CH:36]2[CH2:41][CH2:40][CH2:39][CH2:38][CH2:37]2)(=[O:33])=[O:34])[CH:12]=[CH:13][C:14]=1[N:15]1[CH2:19][C:18](=[O:20])[NH:17][S:16]1(=[O:27])=[O:28])[C:2]1[CH:7]=[CH:6][CH:5]=[CH:4][CH:3]=1 |f:1.2|. Reactants: C(C1=CC=CC=C1)OC=1C=C(C=CC1N1S(N(C(C1)=O)CC[Si](C)(C)C)(=O)=O)CCNS(=O)(=O)CC1CCCCC1 (N-(2-{3-Benzyloxy-4-[1,1,4-trioxo-5-(2-trimethylsilanylethyl)-1,2,5-thiadiazolidin-2-yl]-phenyl}-ethyl)-C-cyclohexyl-methanesulfonamide), CCCC[N+](CCCC)(CCCC)CCCC.[F-] (TBAF). Solvent: C1CCOC1 (THF), Cl (HCl). The product is C(C1=CC=CC=C1)OC=1C=C(C=CC1N1S(NC(C1)=O)(=O)=O)CCNS(=O)(=O)CC1CCCCC1 (N-{2-[3-Benzyloxy-4-(1,1,4-trioxo-1,2,5-thiadiazolidin-2-yl)-phenyl]ethyl}-C-cyclohexyl-methanesulfonamide). Reactants: C1(=CC=CC=C1)C1=CC=C2CC(NC2=C1)=O (6-phenyl-2-indolinone), C(CC)(OCC)(OCC)OCC (triethyl orthopropionate), C(C)(=O)OC(C)=O (acetic anhydride). Product: C(C)(=O)N1C(C(C2=CC=C(C=C12)C1=CC=CC=C1)=C(C1=CC=CC=C1)OCC)=O (1-acetyl-3-(1-ethoxy-1-phenyl-methylidene)-6-phenyl-2-indolinone). RXN SMILES: [C:1]1([C:7]2[CH:15]=[C:14]3[C:10]([CH2:11][C:12](=[O:16])[NH:13]3)=[CH:9][CH:8]=2)[CH:6]=[CH:5][CH:4]=[CH:3][CH:2]=1.[C:17]([O:26][CH2:27][CH3:28])(OCC)(OCC)[CH2:18][CH3:19].C(O[C:33](=[O:35])[CH3:34])(=O)C>>[C:33]([N:13]1[C:14]2[C:10](=[CH:9][CH:8]=[C:7]([C:1]3[CH:2]=[CH:3][CH:4]=[CH:5][CH:6]=3)[CH:15]=2)[C:11](=[C:17]([O:26][CH2:27][CH3:28])[C:18]2[CH:19]=[CH:3][CH:2]=[CH:1][CH:6]=2)[C:12]1=[O:16])(=[O:35])[CH3:34]. Procedure: Prepared from 6-phenyl-2-indolinone, triethyl orthopropionate and acetic anhydride The reactants are N#N.S(=O)(=O)(C1=CC=CC=2C(N(C)C)=CC=CC12)N[C@@H](CCCNC(N)=N)C(=O)O (N2 dansyl-L-arginine), O.C1(=CC=C(C=C1)S(=O)(=O)O)C (p-toluenesulfonic acid monohydrate), C1=CC=CC=C1 (benzene). Solvent: C(CCC)O (n-butyl alcohol). Reaction conditions: temperature 100 celsius. Product: N#N.C1(=CC=C(C=C1)S(=O)(=O)O)C.C1(=CC=C(C=C1)S(=O)(=O)O)C.C(CCC)OC([C@@H](NS(=O)(=O)C1=CC=CC=2C(N(C)C)=CC=CC12)CCCNC(N)=N)=O (N2 dansyl-L-arginine-n-butyl ester di(p-toluenesulfonate)). Isolated yield 95.0%. RXN SMILES: [N:1]#[N:2].[S:3]([NH:19][C@H:20]([C:28]([OH:30])=[O:29])[CH2:21][CH2:22][CH2:23][NH:24][C:25](=[NH:27])[NH2:26])([C:6]1[C:18]2[CH:17]=[CH:16][CH:15]=[C:11]([N:12]([CH3:14])[CH3:13])[C:10]=2[CH:9]=[CH:8][CH:7]=1)(=[O:5])=[O:4].O.[C:32]1([CH3:42])[CH:37]=[CH:36][C:35]([S:38]([OH:41])(=[O:40])=[O:39])=[CH:34][CH:33]=1.[CH:43]1[CH:48]=CC=[CH:45][CH:44]=1>C(O)CCC>[N:1]#[N:2].[C:32]1([CH3:42])[CH:33]=[CH:34][C:35]([S:38]([OH:41])(=[O:39])=[O:40])=[CH:36][CH:37]=1.[C:32]1([CH3:42])[CH:33]=[CH:34][C:35]([S:38]([OH:41])(=[O:39])=[O:40])=[CH:36][CH:37]=1.[CH2:48]([O:29][C:28](=[O:30])[C@H:20]([CH2:21][CH2:22][CH2:23][NH:24][C:25](=[NH:26])[NH2:27])[NH:19][S:3]([C:6]1[C:18]2[CH:17]=[CH:16][CH:15]=[C:11]([N:12]([CH3:13])[CH3:14])[C:10]=2[CH:9]=[CH:8][CH:7]=1)(=[O:4])=[O:5])[CH2:43][CH2:44][CH3:45] |f:0.1,2.3,6.7.8.9|. Procedure details: A mixture of 1.0 gram of N2 -dansyl-L-arginine and 1.0 gram of p-toluenesulfonic acid monohydrate in 10 ml of n-butyl alcohol was heated for 30 minutes at 100° C. To the thus obtained clear solution, 100 ml of benzene was added, and the mixture was refluxed for 3 hours, removing water by azeotropic distillation. After the solvent was removed by distillation, 50 ml of ethyl ether and 50 ml of petroleum ether were added to the residue to give a crystalline mass. Crystallization from acetone gave N... The reactants are CCOC(=O)C(C)(C)Oc1ccc(OC(C)c2sc(-c3ccc(C(F)(F)F)cc3)nc2C)cc1C, CCOC(=O)C(C)(C)Oc1ccc(OC(C)c2sc(-c3ccc(C(F)(F)F)cc3)nc2C)cc1C. The product is CCOC(=O)C(C)(C)Oc1ccc(OC(C)c2sc(-c3ccc(C(F)(F)F)c(F)c3)nc2C)cc1C. Reaction SMILES: [CH2:1]([CH3:2])[O:3][C:4]([C:5]([CH3:6])([O:7][c:8]1[c:9]([CH3:33])[cH:10][c:11]([O:14][CH:15]([CH3:16])[c:17]2[c:18]([CH3:32])[n:19][c:20](-[c:22]3[cH:23][cH:24][c:25]([C:28]([F:29])([F:30])[F:31])[cH:26][cH:27]3)[s:21]2)[cH:12][cH:13]1)[CH3:34])=[O:35].[CH2:36]([O:37][C:38](=[O:39])[C:40]([CH3:41])([O:42][c:43]1[cH:44][cH:45][c:46]([O:47][CH:48]([c:49]2[s:50][c:51](-[c:52]3[cH:53][cH:54][c:55]([C:56]([F:57])([F:58])[F:64])[cH:59][cH:60]3)[n:61][c:62]2[CH3:63])[CH3:65])[cH:66][c:67]1[CH3:68])[CH3:69])[CH3:70]>>[CH2:1]([CH3:2])[O:3][C:4]([C:5]([CH3:6])([O:7][c:8]1[c:9]([CH3:33])[cH:10][c:11]([O:14][CH:15]([CH3:16])[c:17]2[c:18]([CH3:32])[n:19][c:20](-[c:22]3[cH:23][cH:24][c:25]([C:28]([F:29])([F:30])[F:31])[c:26]([F:64])[cH:27]3)[s:21]2)[cH:12][cH:13]1)[CH3:34])=[O:35]. Starting materials: N1=C(N=CC=C1)SC1=C(N2C(C(C2C1)CC)=O)C(=O)OCC1=CC=C(C=C1)[N+](=O)[O-] (p-nitrobenzyl 3-(2-pyrimidinylthio)6-ethyl-7-oxo-1-azabicyclo[3.2.0]hept-2-ene-2carboxylate), [H][H] (hydrogen). The reagents and catalysts are [Pt]=O (platinum oxide). Run in O1CCOCC1 (dioxane), P(=O)([O-])([O-])[O-] (phosphate). Reaction conditions: time 4 hour. The product is N1=C(N=CC=C1)SC1=C(N2C(C(C2C1)CC)=O)C(=O)O (3-(2-pyrimidinylthio)-6-ethyl-7-oxo-1-azabicyclo[3.2.0]hept-2-ene-2-carboxylic acid). Yield: 38.8%. Reaction SMILES: [N:1]1[CH:6]=[CH:5][CH:4]=[N:3][C:2]=1[S:7][C:8]1[CH2:14][CH:13]2[N:10]([C:11](=[O:17])[CH:12]2[CH2:15][CH3:16])[C:9]=1[C:18]([O:20]CC1C=CC([N+]([O-])=O)=CC=1)=[O:19].[H][H]>O1CCOCC1.P([O-])([O-])([O-])=O.[Pt]=O>[N:1]1[CH:6]=[CH:5][CH:4]=[N:3][C:2]=1[S:7][C:8]1[CH2:14][CH:13]2[N:10]([C:11](=[O:17])[CH:12]2[CH2:15][CH3:16])[C:9]=1[C:18]([OH:20])=[O:19]. Reported procedure: 63.4 mg of p-nitrobenzyl 3-(2-pyrimidinylthio)6-ethyl-7-oxo-1-azabicyclo[3.2.0]hept-2-ene-2carboxylate obtained in Example 26 was dissolved in a mixture of 3.2 ml of dioxane and 1.2 ml of a 0.1 M phosphate buffer (pH 6.86). Then, 70 mg of platinum oxide was added, and the reaction was performed at room temperature for 4 hours in a Paar reducing apparatus (hydrogen pressure 4 kg/cm2). The catalyst was removed by filtration. The filtrate and the wash liquid were combined, and after adjusting the p... Starting materials: NC=1C=C(C=C(C(=O)OC)C1)C(=O)OC (dimethyl 5-aminoisophthalate), N1=CC=CC=C1 (pyridine), CS(=O)(=O)Cl (methanesulfonyl chloride). The solvent is ClCCl (dichloromethane). Reaction conditions: time 8 hour. Yields the product CS(=O)(=O)NC=1C=C(C=C(C(=O)OC)C1)C(=O)OC (dimethyl 5-(methylsulfonamido)isophthalate). RXN SMILES: [NH2:1][C:2]1[CH:3]=[C:4]([C:12]([O:14][CH3:15])=[O:13])[CH:5]=[C:6]([CH:11]=1)[C:7]([O:9][CH3:10])=[O:8].N1C=CC=CC=1.[CH3:22][S:23](Cl)(=[O:25])=[O:24]>ClCCl>[CH3:22][S:23]([NH:1][C:2]1[CH:11]=[C:6]([C:7]([O:9][CH3:10])=[O:8])[CH:5]=[C:4]([CH:3]=1)[C:12]([O:14][CH3:15])=[O:13])(=[O:25])=[O:24]. Procedure details: To a stirred solution of dimethyl 5-aminoisophthalate (2.09 g, 10 mmol) in dichloromethane (30 mL), pyridine (2.43 mL, 30 mmol) was added at room temperature. At 0° C., methanesulfonyl chloride (0.86 mL, 11 mmol) was added and the resulting mixture was stirred overnight at room temperature. The reaction mixture was then concentrated under reduced pressure and ethyl acetate (50 mL) was added. The resulting white precipitate was filtered and washed with hexanes to give dimethyl 5-(methylsulfonamid... Reactants: C(Cl)(Cl)Cl (chloroform), C(#N)C1=C(C=C(C=C1)N1N=C(C=2C1=NC=CC2C=2C=NC1=CC=CC=C1C2)C(C)C)NC2CCN(CC2)C(=O)OC(C)(C)C (Tert-butyl 4-{2-cyano-5-(3-isopropyl-4-(quinolin-3-yl)-1H-pyrazolo[3,4-b]pyridin-1-yl)phenylamino}piperidine-1-carboxylate), O.C([O-])(O)=O.[Na+] (sodium bicarbonate water). Run in FC(C(=O)O)(F)F (trifluoroacetic acid). Run at time 1 hour. Product: C(C)(C)C1=NN(C2=NC=CC(=C21)C=2C=NC1=CC=CC=C1C2)C2=CC(=C(C#N)C=C2)NC2CCNCC2 (4-{3-Isopropyl-4-(quinolin-3-yl)-1H-pyrazolo[3,4-b]pyridin-1-yl}-2-(piperidin-4-ylamino)benzonitrile). Yield: 56.0%. RXN SMILES: [C:1]([C:3]1[CH:8]=[CH:7][C:6]([N:9]2[C:13]3=[N:14][CH:15]=[CH:16][C:17]([C:18]4[CH:19]=[N:20][C:21]5[C:26]([CH:27]=4)=[CH:25][CH:24]=[CH:23][CH:22]=5)=[C:12]3[C:11]([CH:28]([CH3:30])[CH3:29])=[N:10]2)=[CH:5][C:4]=1[NH:31][CH:32]1[CH2:37][CH2:36][N:35](C(OC(C)(C)C)=O)[CH2:34][CH2:33]1)#[N:2].C(Cl)(Cl)Cl.O.C(=O)(O)[O-].[Na+]>FC(F)(F)C(O)=O>[CH:28]([C:11]1[C:12]2[C:13](=[N:14][CH:15]=[CH:16][C:17]=2[C:18]2[CH:19]=[N:20][C:21]3[C:26]([CH:27]=2)=[CH:25][CH:24]=[CH:23][CH:22]=3)[N:9]([C:6]2[CH:7]=[CH:8][C:3]([C:1]#[N:2])=[C:4]([NH:31][CH:32]3[CH2:33][CH2:34][NH:35][CH2:36][CH2:37]3)[CH:5]=2)[N:10]=1)([CH3:30])[CH3:29] |f:2.3.4|. Procedure: Tert-butyl 4-{2-cyano-5-(3-isopropyl-4-(quinolin-3-yl)-1H-pyrazolo[3,4-b]pyridin-1-yl)phenylamino}piperidine-1-carboxylate obtained in Example 76 was dissolved in trifluoroacetic acid, followed by stirring at room temperature for 1 hr. The reaction solution was distributed between chloroform and saturated sodium bicarbonate water, and the organic layer was washed with saturated saline and then dried over anhydrous sodium sulfate. After distillation of the solvent, the residue was purified by neu...